This data is from the Open Reaction Database (ORD), a public repository of structured organic reaction records. The task is: describe an organic reaction: reactants, conditions, products, and yield Reactants: BrC1=C(C=C(C(=C1)OC)OCOCC[Si](C)(C)C)CO ((2-bromo-4-methoxy-5-(2-trimethylsilanyl-ethoxymethoxy)-phenyl]-methanol), [OH-].[K+] (potassium hydroxide), ICC (Iodoethane). Solvent: O (H2O), CS(=O)C (DMSO). Conditions: time 16 hour. Product: BrC1=CC(=C(OCOCC[Si](C)(C)C)C=C1COCC)OC ([2-(4-Bromo-5-ethoxymethyl-2-methoxy-phenoxymethoxy)-ethyl]-trimethyl-silane). The yield is 92.0%. RXN SMILES: [Br:1][C:2]1[CH:7]=[C:6]([O:8][CH3:9])[C:5]([O:10][CH2:11][O:12][CH2:13][CH2:14][Si:15]([CH3:18])([CH3:17])[CH3:16])=[CH:4][C:3]=1[CH2:19][OH:20].[OH-].[K+].I[CH2:24][CH3:25]>CS(C)=O.O>[Br:1][C:2]1[C:3]([CH2:19][O:20][CH2:24][CH3:25])=[CH:4][C:5]([O:10][CH2:11][O:12][CH2:13][CH2:14][Si:15]([CH3:16])([CH3:18])[CH3:17])=[C:6]([O:8][CH3:9])[CH:7]=1 |f:1.2|. Procedure: The crude benzyl alcohol was stirred with a solution of potassium hydroxide (800 mg, 14.4 mmol) in DMSO (8 mL). Iodoethane (580 mL, 7.2 mmol) was added, and the reaction stirred for 16 h before it was diluted with H2O (30 mL) and extracted with ether (2×30 mL). Organics were washed with brine (20 mL), dried (Na2SO4) and concentrated in vacuo. Purification by silica gel chromatography (15% EtOAc/hexanes) gave 1.30 g (92%) of the title compound as a clear oil. 1H NMR (300 MHz, CDCl3) δ 7.29 (s, 1H... Starting materials: ClC1=NN(C(N1C1=C(C(=O)OC)C=CC=C1)=O)C (methyl 2-(3-chloro-1,5-dihydro-1-methyl-5-oxo4H-1,2,4-triazol-4-yl)benzoate), [Cl-].[NH4+] (ammonium chloride), CO (methanol), C[O-].[Na+] (sodium methoxide). Solvent: COCCOC (1,2-dimethoxyethane). Run at time 24 hour. The product is COC1=NN(C(N1C1=C(C(=O)OC)C=CC=C1)=O)C (methyl 2-(1,5-dihydro-3-methoxy-1-methyl-5-oxo-4H-1,2,4-triazol-4-yl)benzoate). As a reaction SMILES: Cl[C:2]1[N:6]([C:7]2[CH:16]=[CH:15][CH:14]=[CH:13][C:8]=2[C:9]([O:11][CH3:12])=[O:10])[C:5](=[O:17])[N:4]([CH3:18])[N:3]=1.[CH3:19][OH:20].C[O-].[Na+].[Cl-].[NH4+]>COCCOC>[CH3:19][O:20][C:2]1[N:6]([C:7]2[CH:16]=[CH:15][CH:14]=[CH:13][C:8]=2[C:9]([O:11][CH3:12])=[O:10])[C:5](=[O:17])[N:4]([CH3:18])[N:3]=1 |f:2.3,4.5|. Reported procedure: To a solution containing 10 g of the title compound of Step B dissolved in 110 mL of 1,2-dimethoxyethane and 50 mL of methanol under a nitrogen atmosphere was added dropwise 21.4 L of 30% sodium methoxide. The reaction mixture was stirred at room temperature for approximately 24 h, then heated to 40° C. for 1 h, then heated to 50° C. for 4 h, and finally cooled to 0° C. The reaction was poured into a saturated aqueous solution of ammonium chloride. The organic layer was separated and washed with... The product is CC1Cn2c(cc3cc(OC4CCN(C(C)C)CC4)ccc32)C(=O)N1. RXN SMILES: [CH:17]([CH3:18])([CH3:19])[N:20]1[CH2:21][CH2:22][CH:23]([OH:26])[CH2:24][CH2:25]1.[OH:1][c:2]1[cH:3][c:4]2[cH:5][c:6]3[n:7]([c:8]2[cH:9][cH:10]1)[CH2:11][CH:12]([CH3:16])[NH:13][C:14]3=[O:15].[c:27]1([P:28]([c:29]2[cH:30][cH:31][cH:32][cH:33][cH:34]2)[c:35]2[cH:36][cH:37][cH:38][cH:39][cH:40]2)[cH:41][cH:42][cH:43][cH:44][cH:45]1>>[O:1]([c:2]1[cH:3][c:4]2[cH:5][c:6]3[n:7]([c:8]2[cH:9][cH:10]1)[CH2:11][CH:12]([CH3:16])[NH:13][C:14]3=[O:15])[CH:23]1[CH2:22][CH2:21][N:20]([CH:17]([CH3:18])[CH3:19])[CH2:25][CH2:24]1. Starting materials: CC(C)N1CCC(O)CC1, CC1Cn2c(cc3cc(O)ccc32)C(=O)N1, c1ccc(P(c2ccccc2)c2ccccc2)cc1. The reactants are [Al+3], CCc1cc2ccccc2o1, CO, [Cl-], [Cl-], [Cl-], NS(=O)(=O)c1cc(C(=O)O)ccc1Cl, NS(=O)(=O)c1cc(C(=O)Cl)ccc1Cl, Clc1ccccc1, Cl, O=S(Cl)Cl. The product is CCc1oc2ccccc2c1C(=O)c1ccc(Cl)c(S(N)(=O)=O)c1. As a reaction SMILES: [Al+3:45].[CH2:33]([CH3:34])[c:35]1[cH:36][c:37]2[c:38]([o:39]1)[cH:40][cH:41][cH:42][cH:43]2.[CH3:49][OH:50].[Cl-:44].[Cl-:46].[Cl-:47].[Cl:15][c:16]1[cH:17][cH:18][c:19]([C:20]([OH:21])=[O:22])[cH:23][c:24]1[S:25](=[O:26])(=[O:27])[NH2:28].[Cl:1][c:2]1[c:3]([S:11]([NH2:12])(=[O:13])=[O:14])[cH:4][c:5]([C:6](=[O:7])[Cl:8])[cH:9][cH:10]1.[Cl:51][c:52]1[cH:53][cH:54][cH:55][cH:56][cH:57]1.[ClH:48].[S:29]([Cl:30])([Cl:31])=[O:32]>>[Cl:1][c:2]1[c:3]([S:11]([NH2:12])(=[O:13])=[O:14])[cH:4][c:5]([C:6](=[O:7])[c:36]2[c:35]([CH2:33][CH3:34])[o:39][c:38]3[c:37]2[cH:43][cH:42][cH:41][cH:40]3)[cH:9][cH:10]1. Yields the product C(C)(=O)N(C1=CC2=C(N(C(=N2)CCC)CC(=O)O)C=C1)CC1=CC=CC=C1 ([5-(Acetyl-benzyl-amino)-2-propyl-benzoimidazol-1-yl]-acetic acid). Starting materials: C(C)(C)(C)OC(CN1C(=NC2=C1C=CC(=C2)N(CC2=CC=CC=C2)C(C)=O)CCC)=O ([5-(Acetyl-benzyl-amino)-2-propyl-benzoimidazol-1-yl]-acetic acid tert-butyl ester), C(=O)(C(F)(F)F)O (TFA). Procedure details: [5-(Acetyl-benzyl-amino)-2-propyl-benzoimidazol-1-yl]-acetic acid tert-butyl ester (0.12 mmol) was treated with TFA (2 mL) for 2 hours, concentrated, and purified by preparative LCMS to give the title compound. 1H NMR (d6-DMSO) δ7.72 (m, 1H), 7.55 (m, 1H), 7.23 (m, 6H), 5.28 (s, 2H), 4.91 (s, 2H), 2.95 (m, 2H), 1.81 (m, 3H), 1.24 (m, 2H), 0.99 (t, 3H). MS calculated for C21H23N3O3+H: 366, observed: 366. As a reaction SMILES: C([O:5][C:6](=[O:31])[CH2:7][N:8]1[C:12]2[CH:13]=[CH:14][C:15]([N:17]([C:25](=[O:27])[CH3:26])[CH2:18][C:19]3[CH:24]=[CH:23][CH:22]=[CH:21][CH:20]=3)=[CH:16][C:11]=2[N:10]=[C:9]1[CH2:28][CH2:29][CH3:30])(C)(C)C.C(O)(C(F)(F)F)=O>>[C:25]([N:17]([CH2:18][C:19]1[CH:24]=[CH:23][CH:22]=[CH:21][CH:20]=1)[C:15]1[CH:14]=[CH:13][C:12]2[N:8]([CH2:7][C:6]([OH:31])=[O:5])[C:9]([CH2:28][CH2:29][CH3:30])=[N:10][C:11]=2[CH:16]=1)(=[O:27])[CH3:26]. Starting materials: CC1(C)NN(C2C3CC4CC(C3)CC2C4)C1=O, FC(F)(F)c1cc(CBr)cc(C(F)(F)F)c1. Product: CC1(C)C(=O)N(C2C3CC4CC(C3)CC2C4)N1Cc1cc(C(F)(F)F)cc(C(F)(F)F)c1. As a reaction SMILES: [CH:1]12[CH:2]([N:11]3[NH:12][C:13]([CH3:16])([CH3:17])[C:14]3=[O:15])[CH:3]3[CH2:4][CH:5]([CH2:6][CH:7]([CH2:8]1)[CH2:9]3)[CH2:10]2.[F:18][C:19]([c:20]1[cH:21][c:22]([CH2:23][Br:24])[cH:25][c:26]([C:28]([F:29])([F:30])[F:31])[cH:27]1)([F:32])[F:33]>>[CH:1]12[CH:2]([N:11]3[N:12]([CH2:23][c:22]4[cH:21][c:20]([C:19]([F:18])([F:32])[F:33])[cH:27][c:26]([C:28]([F:29])([F:30])[F:31])[cH:25]4)[C:13]([CH3:16])([CH3:17])[C:14]3=[O:15])[CH:3]3[CH2:4][CH:5]([CH2:6][CH:7]([CH2:8]1)[CH2:9]3)[CH2:10]2. Starting materials: COc1ccc2cc(Br)cc(C)c2n1, [Li]CCCC, COCCO[Al+]OCCOC, CCCCCC, Cc1ccccc1, [H-], [H-], [Na+], C1CCOC1, [N-]=[N+]=NP(=O)(c1ccccc1)c1ccccc1. Yields the product COc1ccc2cc(N)cc(C)c2n1. Reaction SMILES: [Br:6][c:7]1[cH:8][c:9]2[cH:10][cH:11][c:12]([O:18][CH3:19])[n:13][c:14]2[c:15]([CH3:17])[cH:16]1.[CH2:1]([Li:2])[CH2:3][CH2:4][CH3:5].[CH3:38][O:39][CH2:40][CH2:41][O:42][Al+:43][O:44][CH2:45][CH2:46][O:47][CH3:48].[CH3:51][CH2:52][CH2:53][CH2:54][CH2:55][CH3:56].[CH3:62][c:63]1[cH:64][cH:65][cH:66][cH:67][cH:68]1.[H-:37].[H-:50].[Na+:49].[O:57]1[CH2:58][CH2:59][CH2:60][CH2:61]1.[c:20]1([P:21]([c:24]2[cH:25][cH:26][cH:27][cH:28][cH:29]2)(=[O:30])[N:34]=[N+:22]=[N-:23])[cH:31][cH:32][cH:33][cH:35][cH:36]1>>[c:7]1([NH2:34])[cH:8][c:9]2[cH:10][cH:11][c:12]([O:18][CH3:19])[n:13][c:14]2[c:15]([CH3:17])[cH:16]1.